Task: describe an organic reaction: reactants, conditions, products, and yield. Dataset: the Open Reaction Database (ORD), a public repository of structured organic reaction records Starting materials: [Li].ClC=1C=C(C=NC1F)C(=CC(C(=O)OCC)=O)[O-] (Lithium 1-(5-chloro-6-fluoropyridin-3-yl)-4-ethoxy-3,4-dioxobut-1-en-1-olate), ClC=1C=C(C=C(C1)F)C1=CC(=NN1C1=NC=CC=C1)C(=O)O (5-(3-Chloro-5-fluorophenyl)-1-(pyridin-2-yl)-1H-pyrazole-3-carboxylic acid), Cl.ClC=1C=C(C=CC1F)NN (3-chloro-4-fluorophenylhydrazine hydrochloride). The product is ClC=1C=C(C=CC1F)N1N=C(C=C1C=1C=NC(=C(C1)Cl)F)C(=O)O (1-(3-Chloro-4-fluorophenyl)-5-(5-chloro-6-fluoropyridin-3-yl)-1H-pyrazole-3-carboxylic acid). Reaction SMILES: [Li].[Cl:2][C:3]1[CH:4]=[C:5]([C:10]([O-])=[CH:11][C:12](=O)[C:13]([O:15]CC)=[O:14])[CH:6]=[N:7][C:8]=1[F:9].ClC1C=C(C2N(C3C=CC=CN=3)N=C(C(O)=O)C=2)C=C(F)C=1.Cl.[Cl:43][C:44]1[CH:45]=[C:46]([NH:51][NH2:52])[CH:47]=[CH:48][C:49]=1[F:50]>>[Cl:43][C:44]1[CH:45]=[C:46]([N:51]2[C:10]([C:5]3[CH:6]=[N:7][C:8]([F:9])=[C:3]([Cl:2])[CH:4]=3)=[CH:11][C:12]([C:13]([OH:15])=[O:14])=[N:52]2)[CH:47]=[CH:48][C:49]=1[F:50] |f:0.1,3.4,^1:0|. Procedure: 240 mg (0.86 mmol) of the compound of Example 15A is reacted analogously to the synthesis of the compound of Example 20A with 253 mg (1.29 mmol) of 3-chloro-4-fluorophenylhydrazine hydrochloride. After hydrolysis, 16 mg (5% of theory) of the title compound is obtained. Reactants: C(C)(C)(C)OC(NC1=C(C=C(C(=C1)F)C#N)[N+](=O)[O-])=O ((4-cyano-5-fluoro-2-nitro-phenyl)-carbamic acid tert-butyl ester), N1CCSCC1 (thiomorpholine). The solvent is CS(=O)C (DMSO). The product is C(C)(C)(C)OC(NC1=C(C=C(C(=C1)N1CCSCC1)C#N)[N+](=O)[O-])=O ((4-Cyano-2-nitro-5-thiomorpholin-4-yl-phenyl)-carbamic Acid tert-Butyl Ester), solid. Isolated yield 85.0%. Reaction SMILES: [C:1]([O:5][C:6](=[O:20])[NH:7][C:8]1[CH:13]=[C:12](F)[C:11]([C:15]#[N:16])=[CH:10][C:9]=1[N+:17]([O-:19])=[O:18])([CH3:4])([CH3:3])[CH3:2].[NH:21]1[CH2:26][CH2:25][S:24][CH2:23][CH2:22]1>CS(C)=O>[C:1]([O:5][C:6](=[O:20])[NH:7][C:8]1[CH:13]=[C:12]([N:21]2[CH2:26][CH2:25][S:24][CH2:23][CH2:22]2)[C:11]([C:15]#[N:16])=[CH:10][C:9]=1[N+:17]([O-:19])=[O:18])([CH3:4])([CH3:3])[CH3:2]. Procedure: The title compound was prepared from (4-cyano-5-fluoro-2-nitro-phenyl)-carbamic acid tert-butyl ester (Example A10) (2.00 g, 7.11 mmol) and thiomorpholine (3.38 ml, 35.6 mmol) in DMSO (30 mL) at RT according to the general procedure C. Obtained as a light yellow solid (2.20 g, 85%). Starting materials: BrC1=CC=C2C=C(N=CC2=C1)NC(=O)C1CC1 (N-(7-bromoisoquinolin-3-yl)cyclopropanecarboxamide), OCC=1C=C(C=CC1)B(O)O (3-(hydroxyl-methyl)phenylboronic acid), C([O-])([O-])=O.[Cs+].[Cs+] (cesium carbonate), C(C)(=O)OCC (Ethyl acetate). Reagents/catalysts: C1=CC=C(C=C1)P([C-]2C=CC=C2)C3=CC=CC=C3.C1=CC=C(C=C1)P([C-]2C=CC=C2)C3=CC=CC=C3.Cl[Pd]Cl.[Fe+2] ([1,1′-bis(diphenylphosphino)ferrocene]dichloropalladium(II)). Run in COCCOC.O (1,2-dimethoxyethane water). Conditions: temperature 130 celsius, time 20 minute. Product: OCC=1C=C(C=CC1)C1=CC=C2C=C(N=CC2=C1)NC(=O)C1CC1 (N-(7-(3-(hydroxymethyl)phenyl)isoquinolin-3-yl)cyclopropanecarboxamide). The yield is 9.0%. Reaction SMILES: Br[C:2]1[CH:11]=[C:10]2[C:5]([CH:6]=[C:7]([NH:12][C:13]([CH:15]3[CH2:17][CH2:16]3)=[O:14])[N:8]=[CH:9]2)=[CH:4][CH:3]=1.[OH:18][CH2:19][C:20]1[CH:21]=[C:22](B(O)O)[CH:23]=[CH:24][CH:25]=1.C(=O)([O-])[O-].[Cs+].[Cs+].C(OCC)(=O)C>COCCOC.O.C1C=CC(P(C2C=CC=CC=2)[C-]2C=CC=C2)=CC=1.C1C=CC(P(C2C=CC=CC=2)[C-]2C=CC=C2)=CC=1.Cl[Pd]Cl.[Fe+2]>[OH:18][CH2:19][C:20]1[CH:25]=[C:24]([C:2]2[CH:11]=[C:10]3[C:5]([CH:6]=[C:7]([NH:12][C:13]([CH:15]4[CH2:17][CH2:16]4)=[O:14])[N:8]=[CH:9]3)=[CH:4][CH:3]=2)[CH:23]=[CH:22][CH:21]=1 |f:2.3.4,6.7,8.9.10.11|. Procedure details: A mixture of N-(7-bromoisoquinolin-3-yl)cyclopropanecarboxamide (100 mg, 0.35 mmol), 3-(hydroxyl-methyl)phenylboronic acid (0.53 mmol), [1,1′-bis(diphenylphosphino)ferrocene]dichloropalladium(II) (26 mg, 0.035 mmol) and cesium carbonate (228 mg, 0.70 mmol) in 1,2-dimethoxyethane/water (10:1, 2.0 mL) was stirred under microwave irradiation at 130° C. for 20 minutes under nitrogen. Ethyl acetate (10 mL) was added to the reaction mixture and it was filtered. The residue was extracted with ethyl ace... The reactants are BrC=1C=C2CCC(C2=CC1)=O (5-bromo-1-indanone), C([O-])([O-])=O.[Cs+].[Cs+] (cesium carbonate), C(C#C)OC1OCCCC1 (2-(2-propynyloxy)tetrahydropyran), C1(CCCCC1)P(C1=C(C=CC=C1)C1=C(C=C(C=C1C(C)C)C(C)C)C(C)C)C1CCCCC1 (2-dicyclohexylphosphino-2′,4′,6′-triisopropylbiphenyl). Reagents/catalysts: CC#N.CC#N.Cl[Pd]Cl (bis(acetonitrile)palladium(II) dichloride). The solvent is C(C)#N (acetonitrile), O (water). Conditions: temperature 90 celsius, time 6 hour. The product is C1(CCC2=CC(=CC=C12)C#CCOC1OCCCC1)=O (1-(1-indanon-5-yl)-3-(tetrahydro-2H-pyran-2-yloxy)-1-propyne). RXN SMILES: Br[C:2]1[CH:3]=[C:4]2[C:8](=[CH:9][CH:10]=1)[C:7](=[O:11])[CH2:6][CH2:5]2.C(=O)([O-])[O-].[Cs+].[Cs+].[CH2:18]([O:21][CH:22]1[CH2:27][CH2:26][CH2:25][CH2:24][O:23]1)[C:19]#[CH:20].C1(P(C2CCCCC2)C2C=CC=CC=2C2C(C(C)C)=CC(C(C)C)=CC=2C(C)C)CCCCC1>CC#N.CC#N.Cl[Pd]Cl.O.C(#N)C>[C:7]1(=[O:11])[C:8]2[C:4](=[CH:3][C:2]([C:20]#[C:19][CH2:18][O:21][CH:22]3[CH2:27][CH2:26][CH2:25][CH2:24][O:23]3)=[CH:10][CH:9]=2)[CH2:5][CH2:6]1 |f:1.2.3,6.7.8|. Procedure: A mixture of 5-bromo-1-indanone (10.0 g), cesium carbonate (40.3 g), 2-(2-propynyloxy)tetrahydropyran (10.0 ml), 2-dicyclohexylphosphino-2′,4′,6′-triisopropylbiphenyl (1.40 g), bis(acetonitrile)palladium(II) dichloride (246 mg) and acetonitrile (200 ml) was stirred at 90° C. for 6 hr. The reaction mixture was added to water, and the mixture was extracted with ethyl acetate, washed with saturated brine, and dried over anhydrous magnesium sulfate. The solvent was evaporated under reduced pressure.... The reactants are C1CCC(CC1)N=C=NC2CCCCC2 (DCC), NCCOC1CCC2(C3CC(C4(C(CCC4C3C(CC2C1)O)C(CCC(=O)OC)C)C)O)C (methyl 4-[3-(2-aminoethoxy)-7,12-dihydroxy-10,13-dimethylhexadecahydrocyclopenta[a]phenanthren-17-yl]pentanoate), OC1=CC=C(C=C1)CC(=O)O (4-hydroxyphenylacetic acid), C=1C=CC2=C(C1)N=NN2O (HOBT). Run in C1CCOC1 (THF), C1CCOC1 (THF). Run at temperature 0 celsius, time 1 hour. The product is OC1CC2CC(CCC2(C2CC(C3(C(CCC3C12)C(CCC(=O)OC)C)C)O)C)OCCNC(CC1=CC=C(C=C1)O)=O (Methyl 4-(7,12-dihydroxy-3-{2-[2-(4-hydroxyphenyl)acetylamino]ethoxy}-10,13-dimethylhexadecahydrocyclopenta[a]phenanthren-17-yl)pentanoate). The yield is 73.2%. RXN SMILES: [NH2:1][CH2:2][CH2:3][O:4][CH:5]1[CH2:21][CH:20]2[C:8]([CH3:33])([CH:9]3[CH:17]([CH:18]([OH:22])[CH2:19]2)[CH:16]2[C:12]([CH3:31])([CH:13]([CH:23]([CH3:30])[CH2:24][CH2:25][C:26]([O:28][CH3:29])=[O:27])[CH2:14][CH2:15]2)[CH:11]([OH:32])[CH2:10]3)[CH2:7][CH2:6]1.[OH:34][C:35]1[CH:40]=[CH:39][C:38]([CH2:41][C:42](O)=[O:43])=[CH:37][CH:36]=1.C1C=CC2N(O)N=NC=2C=1.C1CCC(N=C=NC2CCCCC2)CC1>C1COCC1>[OH:22][CH:18]1[CH:17]2[CH:9]([CH2:10][CH:11]([OH:32])[C:12]3([CH3:31])[CH:16]2[CH2:15][CH2:14][CH:13]3[CH:23]([CH3:30])[CH2:24][CH2:25][C:26]([O:28][CH3:29])=[O:27])[C:8]2([CH3:33])[CH:20]([CH2:21][CH:5]([O:4][CH2:3][CH2:2][NH:1][C:42](=[O:43])[CH2:41][C:38]3[CH:39]=[CH:40][C:35]([OH:34])=[CH:36][CH:37]=3)[CH2:6][CH2:7]2)[CH2:19]1. Procedure: 700 mg of methyl 4-[3-(2-aminoethoxy)-7,12-dihydroxy-10,13-dimethylhexadecahydrocyclopenta[a]phenanthren-17-yl]pentanoate, 230 mg of 4-hydroxyphenylacetic acid and 305 mg of HOBT are dissolved in 10 ml of THF and a solution of 342 mg of DCC in 10 ml of THF is injected at 0° C. The mixture is stirred at 0° C. for one hour and then at RT for 25 hours. The precipitate is filtered off, the filtrate is diluted with 150 ml of a 10% aqueous NaHCO3 solution and the mixture is extracted three times with ... Starting materials: C1CCOC1, CN(C)Cc1nccn1-c1cc(N)cc(C(F)(F)F)c1, CCN(C(C)C)C(C)C, Cc1ccc(C(=O)Cl)cc1I. Product: Cc1ccc(C(=O)Nc2cc(-n3ccnc3CN(C)C)cc(C(F)(F)F)c2)cc1I. Reaction SMILES: [CH2:41]1[O:42][CH2:43][CH2:44][CH2:45]1.[CH3:12][N:13]([CH3:14])[CH2:15][c:16]1[n:17](-[c:21]2[cH:22][c:23]([NH2:24])[cH:25][c:26]([C:28]([F:29])([F:30])[F:31])[cH:27]2)[cH:18][cH:19][n:20]1.[CH:32]([N:33]([CH2:34][CH3:35])[CH:36]([CH3:37])[CH3:38])([CH3:39])[CH3:40].[I:1][c:2]1[cH:3][c:4]([C:5](=[O:6])[Cl:7])[cH:8][cH:9][c:10]1[CH3:11]>>[I:1][c:2]1[cH:3][c:4]([C:5](=[O:6])[NH:24][c:23]2[cH:22][c:21](-[n:17]3[c:16]([CH2:15][N:13]([CH3:12])[CH3:14])[n:20][cH:19][cH:18]3)[cH:27][c:26]([C:28]([F:29])([F:30])[F:31])[cH:25]2)[cH:8][cH:9][c:10]1[CH3:11]. RXN SMILES: [CH2:36]([SiH:37]([CH2:38][CH3:39])[CH2:40][CH3:41])[CH3:42].[Cl:50][CH2:51][Cl:52].[OH:43][C:44]([C:45]([F:46])([F:47])[F:48])=[O:49].[c:1]1([CH:7]([N:8]2[C:9](=[O:29])[C:10]([c:17]3[c:18]([OH:27])[cH:19][c:20]4[c:25]([cH:26]3)[O:24][CH2:23][CH2:22][CH2:21]4)([OH:28])[c:11]3[cH:12][cH:13][cH:14][cH:15][c:16]32)[c:30]2[cH:31][cH:32][cH:33][cH:34][cH:35]2)[cH:2][cH:3][cH:4][cH:5][cH:6]1>>[c:1]1([CH:7]([N:8]2[C:9](=[O:29])[CH:10]([c:17]3[c:18]([OH:27])[cH:19][c:20]4[c:25]([cH:26]3)[O:24][CH2:23][CH2:22][CH2:21]4)[c:11]3[cH:12][cH:13][cH:14][cH:15][c:16]32)[c:30]2[cH:31][cH:32][cH:33][cH:34][cH:35]2)[cH:2][cH:3][cH:4][cH:5][cH:6]1. Reactants: CC[SiH](CC)CC, ClCCl, O=C(O)C(F)(F)F, O=C1N(C(c2ccccc2)c2ccccc2)c2ccccc2C1(O)c1cc2c(cc1O)CCCO2. The product is O=C1C(c2cc3c(cc2O)CCCO3)c2ccccc2N1C(c1ccccc1)c1ccccc1. Starting materials: [H-].[Na+] (Sodium hydride), C(#N)CP(OCC)(OCC)=O (diethyl cyanomethylphosphonate), COC1=CC=C2C=3C=CC4=C(OCO4)C3C(C2=C1)=O (8-methoxy-10H-fluoreno[1,2-d]-1,3-dioxol-10-one). Solvent: C1CCOC1 (THF), C1CCOC1 (THF). Conditions: time 16 hour. Product: COC1=CC=C2C=3C=CC4=C(OCO4)C3C(C2=C1)=CC#N ((8-Methoxy-10H-fluoreno[1,2-d]-1,3-dioxol-10-ylidene)acetonitrile). RXN SMILES: [H-].[Na+].[C:3]([CH2:5]P(=O)(OCC)OCC)#[N:4].[CH3:14][O:15][C:16]1[CH:31]=[C:30]2[C:19]([C:20]3[CH:21]=[CH:22][C:23]4[O:27][CH2:26][O:25][C:24]=4[C:28]=3[C:29]2=O)=[CH:18][CH:17]=1>C1COCC1>[CH3:14][O:15][C:16]1[CH:31]=[C:30]2[C:19]([C:20]3[CH:21]=[CH:22][C:23]4[O:27][CH2:26][O:25][C:24]=4[C:28]=3[C:29]2=[CH:5][C:3]#[N:4])=[CH:18][CH:17]=1 |f:0.1|. Reported procedure: Crude 5-(4-methoxyphenyl)-1,3-benzodioxole-4-carboxylic acid was dissolved in thionyl chloride (10 mL) and refluxed for 6 h. The reaction was cooled to ambient temperature and the solvent was removed by rotary evaporation to give the crude acid chloride. The acid chloride was dissolved in methylene chloride (10 mL) and added to a suspension of aluminum chloride (0.67 g, 5.00 mmol) in methylene chloride (10 mL). The reaction was stirred at ambient temperature for 4 h and quenched with a mixture o... Starting materials: CC1=C(C=CC(=C1)C)N(S(=O)(=O)C1=CC(=CC=C1)CO)CC(C)C (N-(2,4-dimethylphenyl)-3-(hydroxymethyl)-N-isobutylbenzenesulfonamide), [H-].[Na+] (sodium hydride), CS(=O)(=O)OCC1CCOCC1 ((Tetrahydro-2H-pyran-4-yl)methyl methanesulfonate). Solvent: CN(C=O)C (N,N-dimethylformamide). Reaction conditions: temperature 20 celsius, time 8 hour. Yields the product CC1=C(C=CC(=C1)C)N(S(=O)(=O)C1=CC(=CC=C1)COCC1CCOCC1)CC(C)C (N-(2,4-dimethylphenyl)-N-isobutyl-3-(((tetrahydro-2H-pyran-4-yl)methoxy)methyl)benzenesulfonamide). RXN SMILES: [CH3:1][C:2]1[CH:7]=[C:6]([CH3:8])[CH:5]=[CH:4][C:3]=1[N:9]([CH2:21][CH:22]([CH3:24])[CH3:23])[S:10]([C:13]1[CH:18]=[CH:17][CH:16]=[C:15]([CH2:19][OH:20])[CH:14]=1)(=[O:12])=[O:11].[H-].[Na+].CS(O[CH2:32][CH:33]1[CH2:38][CH2:37][O:36][CH2:35][CH2:34]1)(=O)=O>CN(C)C=O>[CH3:1][C:2]1[CH:7]=[C:6]([CH3:8])[CH:5]=[CH:4][C:3]=1[N:9]([CH2:21][CH:22]([CH3:24])[CH3:23])[S:10]([C:13]1[CH:18]=[CH:17][CH:16]=[C:15]([CH2:19][O:20][CH2:32][CH:33]2[CH2:38][CH2:37][O:36][CH2:35][CH2:34]2)[CH:14]=1)(=[O:11])=[O:12] |f:1.2|. Procedure details: N-(2,4-dimethylphenyl)-3-(hydroxymethyl)-N-isobutylbenzenesulfonamide (40 mg, 0.115 mmol) and sodium hydride (4.14 mg, 0.173 mmol) were dissolved in anhydrous N,N-dimethylformamide (DMF) (3 mL). The solution was stirred for 10 minutes under nitrogen at 20° C. (Tetrahydro-2H-pyran-4-yl)methyl methanesulfonate (49 mg, 0.252 mmol) was added to the solution, which was stirred overnight at 20° C. under nitrogen. The reaction was concentrated under vacuum (Biotage V10) to give the crude product. This ...